This data is from the Open Reaction Database (ORD), a public repository of structured organic reaction records. The task is: describe an organic reaction: reactants, conditions, products, and yield Reactants: O=C(O)c1ccc(F)cc1F, O=C1CCC(=O)N1I, [Na+], [Na+], O=C([O-])[O-], O, O=S(=O)(O)O. Product: O=C(O)c1cc(I)c(F)cc1F. RXN SMILES: [F:1][c:2]1[c:3]([C:4](=[O:5])[OH:6])[cH:7][cH:8][c:9]([F:11])[cH:10]1.[I:12][N:13]1[C:14](=[O:15])[CH2:16][CH2:17][C:18]1=[O:19].[Na+:21].[Na+:22].[O-:23][C:24](=[O:25])[O-:26].[OH2:20].[S:27](=[O:28])(=[O:29])([OH:30])[OH:31]>>[F:1][c:2]1[c:3]([C:4](=[O:5])[OH:6])[cH:7][c:8]([I:12])[c:9]([F:11])[cH:10]1.